From a dataset of the Open Reaction Database (ORD), a public repository of structured organic reaction records. describe an organic reaction: reactants, conditions, products, and yield The reactants are IC1=C(C=CC=C1)S(=O)(=O)N (2-iodophenylsulfonamide), P(C1=CC=CC=C1)(C1=CC=CC=C1)C1=CC=CC=C1 (P(C6H5)3), CC(C)(C)C(=O)OC=1C=CC(=CC1OC(=O)C(C)(C)C)C(CNC)O.Cl (propine). The reagents and catalysts are Cl[Pd]Cl (PdCl2), [Cu]I (copper(I) iodide). Run in CN(C=O)C (dimethylformamide), C(C)N(CC)CC (triethylamine). Product: C1(=CC=CC=C1)S(=O)(=O)N (phenylsulfonamide). As a reaction SMILES: I[C:2]1[CH:7]=[CH:6][CH:5]=[CH:4][C:3]=1[S:8]([NH2:11])(=[O:10])=[O:9].P(C1C=CC=CC=1)(C1C=CC=CC=1)C1C=CC=CC=1.CC(C(OC1C=CC(C(O)CNC)=CC=1OC(C(C)(C)C)=O)=O)(C)C.Cl>CN(C)C=O.C(N(CC)CC)C.Cl[Pd]Cl.[Cu]I>[C:3]1([S:8]([NH2:11])(=[O:10])=[O:9])[CH:4]=[CH:5][CH:6]=[CH:7][CH:2]=1 |f:2.3|. Procedure: To a solution of 28.3 g (0.1 mole) of 2-iodophenylsulfonamide in 350 ml of dimethylformamide and 100 ml of triethylamine are added 1.0 g of palladium dichloro-bis(triphenylphosphite) complex, PdCl2 [P(C6H5)3 ]2, and 0.5 g of copper(I) iodide (CuI). Gaseous propine is then introduced into this solution until the starting material is completely reacted. The reaction mixture is filtered and the residue is concentrated in vacuo and then taken up in water. The precipitate is isolated and dried. Recry... As a reaction SMILES: [C:1]([CH3:2])([CH3:3])([CH3:4])[O:5][C:6](=[O:7])[NH:8][c:9]1[n:10][cH:11][cH:12][c:13]([O:15][c:16]2[cH:17][c:18]([CH2:22][CH2:23][C:24](=[O:25])[O:26][CH3:27])[cH:19][cH:20][cH:21]2)[cH:14]1.[CH2:32]1[O:33][CH2:34][CH2:35][CH2:36]1.[CH3:30][OH:31].[Na+:29].[OH-:28]>>[C:1]([CH3:2])([CH3:3])([CH3:4])[O:5][C:6](=[O:7])[NH:8][c:9]1[n:10][cH:11][cH:12][c:13]([O:15][c:16]2[cH:17][c:18]([CH2:22][CH2:23][C:24](=[O:25])[OH:26])[cH:19][cH:20][cH:21]2)[cH:14]1. Yields the product CC(C)(C)OC(=O)Nc1cc(Oc2cccc(CCC(=O)O)c2)ccn1. The reactants are COC(=O)CCc1cccc(Oc2ccnc(NC(=O)OC(C)(C)C)c2)c1, C1CCOC1, CO, [Na+], [OH-]. The reactants are COC1=CC=C(C=C1)C1(COCCOC1)O (6-(4-methoxyphenyl)-[1,4]-dioxepan-6-ol), C(C)[SiH](CC)CC (triethylsilane), FC(C(=O)O)(F)F (trifluoroacetic acid), C(=O)([O-])[O-].[K+].[K+] (K2CO3). Solvent: C(Cl)Cl (CH2Cl2). Conditions: time 8 hour. Yields the product COC1=CC=C(C=C1)C1COCCOC1 (6-(4-methoxyphenyl)-[1,4]-dioxepane). The yield is 100.2%. Reaction SMILES: [CH3:1][O:2][C:3]1[CH:8]=[CH:7][C:6]([C:9]2(O)[CH2:15][O:14][CH2:13][CH2:12][O:11][CH2:10]2)=[CH:5][CH:4]=1.C([SiH](CC)CC)C.FC(F)(F)C(O)=O.C([O-])([O-])=O.[K+].[K+]>C(Cl)Cl>[CH3:1][O:2][C:3]1[CH:8]=[CH:7][C:6]([CH:9]2[CH2:10][O:11][CH2:12][CH2:13][O:14][CH2:15]2)=[CH:5][CH:4]=1 |f:3.4.5|. Procedure details: To a solution of 6-(4-methoxyphenyl)-[1,4]-dioxepan-6-ol (6.20 g, 0.028 mol) in CH2Cl2 was added triethylsilane (3.53 g, 0.031 mol) and trifluoroacetic acid (35.1 g, 0.31 mol). The reaction mixture was allowed to stir overnight. The reaction was made basic with K2CO3 solution until pH=10. The organic layer was dried (MgSO4), filtered and evaporated to dryness to give the desired product as a red oil (5.84 g, 100%). Starting materials: CC(C)(C)[O-], CI, CN(C)C=O, [K+], COc1cc(C(=O)N(C)c2ccc(C)cc2OCCCCCC(=O)N2CCN(C)CC2)ccc1NC(=O)c1cccc2[nH]ccc12. The product is COc1cc(C(=O)N(C)c2ccc(C)cc2OCCCCCC(=O)N2CCN(C)CC2)ccc1NC(=O)c1cccc2c1ccn2C. RXN SMILES: [CH3:47][C:48]([CH3:49])([O-:50])[CH3:51].[CH3:53][I:54].[CH3:55][N:56]([CH3:57])[CH:58]=[O:59].[K+:52].[nH:1]1[cH:2][cH:3][c:4]2[c:5]([C:10](=[O:11])[NH:12][c:13]3[c:14]([O:45][CH3:46])[cH:15][c:16]([C:17](=[O:18])[N:19]([c:20]4[c:21]([O:27][CH2:28][CH2:29][CH2:30][CH2:31][CH2:32][C:33](=[O:34])[N:35]5[CH2:36][CH2:37][N:38]([CH3:41])[CH2:39][CH2:40]5)[cH:22][c:23]([CH3:26])[cH:24][cH:25]4)[CH3:42])[cH:43][cH:44]3)[cH:6][cH:7][cH:8][c:9]12>>[n:1]1([CH3:47])[cH:2][cH:3][c:4]2[c:5]([C:10](=[O:11])[NH:12][c:13]3[c:14]([O:45][CH3:46])[cH:15][c:16]([C:17](=[O:18])[N:19]([c:20]4[c:21]([O:27][CH2:28][CH2:29][CH2:30][CH2:31][CH2:32][C:33](=[O:34])[N:35]5[CH2:36][CH2:37][N:38]([CH3:41])[CH2:39][CH2:40]5)[cH:22][c:23]([CH3:26])[cH:24][cH:25]4)[CH3:42])[cH:43][cH:44]3)[cH:6][cH:7][cH:8][c:9]12. The solvent is O1CCCC1 (tetrahydrofuran). Isolated yield 66.9%. Reactants: O (Water), CC1=CC=CC(=N1)CCO (2-(6-methyl-2-pyridyl)ethanol), C1(C=2C(C(N1)=O)=CC=CC2)=O (phthalimide), C1(=CC=CC=C1)P(C1=CC=CC=C1)C1=CC=CC=C1 (triphenylphosphine). Reaction conditions: time 8 hour. Procedure: 45.6 g (262 mmol) of diethyl azadicarboxylate (DEAD) was added dropwise to a solution of 30.0 g (219 mmol) of 2-(6-methyl-2-pyridyl)ethanol, 38.6 g (262 mmol) of phthalimide and 68.6 g (262 mmol) of triphenylphosphine in 300 ml of tetrahydrofuran at a temperature of 15° to 25° C. The mixture was stirred overnight. Water was added to the mixture. After extraction with ethyl acetate, the organic layer was washed with water. After extraction with 2N hydrochloric acid, a 3N sodium hydroxide solution... Reaction SMILES: [CH3:1][C:2]1[N:7]=[C:6]([CH2:8][CH2:9]O)[CH:5]=[CH:4][CH:3]=1.[C:11]1(=[O:21])[NH:15][C:14](=[O:16])[C:13]2=[CH:17][CH:18]=[CH:19][CH:20]=[C:12]12.C1(P(C2C=CC=CC=2)C2C=CC=CC=2)C=CC=CC=1.O>O1CCCC1>[CH3:1][C:2]1[N:7]=[C:6]([CH2:8][CH2:9][N:15]2[C:14](=[O:16])[C:13]3=[CH:17][CH:18]=[CH:19][CH:20]=[C:12]3[C:11]2=[O:21])[CH:5]=[CH:4][CH:3]=1. Yields the product CC1=CC=CC(=N1)CCN1C(C=2C(C1=O)=CC=CC2)=O (N-[2-(6-methyl-2-pyridyl)ethyl]phthalimide).